Dataset: the Open Reaction Database (ORD), a public repository of structured organic reaction records. Task: describe an organic reaction: reactants, conditions, products, and yield Reactants: NC1=NC(=C(N=C1C#N)C1=CC(=CC(=C1)C(F)(F)F)C(F)(F)F)C (2-amino-3-cyano-5-[3,5-di(trifluoromethyl)phenyl]-6-methylpyrazine), C(O)(O)=O.NC(=N)N (guanidine carbonate). The solvent is CN(C(C)=O)C (N,N-dimethylacetamide). Yields the product NC1=NC2=NC(=C(N=C2C(=N1)N)C1=CC(=CC(=C1)C(F)(F)F)C(F)(F)F)C (2,4-diamino-6-[3,5-di(trifluoromethyl)phenyl]-7-methylpteridine). Reaction SMILES: N[C:2]1[C:7]([C:8]#[N:9])=[N:6][C:5]([C:10]2[CH:15]=[C:14]([C:16]([F:19])([F:18])[F:17])[CH:13]=[C:12]([C:20]([F:23])([F:22])[F:21])[CH:11]=2)=[C:4]([CH3:24])[N:3]=1.C(=O)(O)O.[NH2:29][C:30]([NH2:32])=[NH:31]>CN(C)C(=O)C>[NH2:31][C:30]1[N:32]=[C:8]([NH2:9])[C:7]2[C:2](=[N:3][C:4]([CH3:24])=[C:5]([C:10]3[CH:15]=[C:14]([C:16]([F:19])([F:18])[F:17])[CH:13]=[C:12]([C:20]([F:22])([F:21])[F:23])[CH:11]=3)[N:6]=2)[N:29]=1 |f:1.2|. Procedure details: This compound is prepared in a manner analogous to that of Step B of Example 4, using 1.1 grams (0.003 mole) of 2-amino-3-cyano-5-[3,5-di(trifluoromethyl)phenyl]-6-methylpyrazine and 1.3 grams (0.007 mole) of guanidine carbonate in 10 mL of N,N-dimethylacetamide, yielding 2,4-diamino-6-[3,5-di(trifluoromethyl)phenyl]-7-methylpteridine. The reactants are OB(O)c1ccccc1 (effective_coupling_partner), CCN(CC)C(=O)Oc1nc(cccc2)c2cc1 (substrate). Reagents/catalysts: PCy3. Run at temperature 150 celsius, time 10 hour. The product is c1ccccc1c1nc(cccc2)c2cc1.